From a dataset of the Open Reaction Database (ORD), a public repository of structured organic reaction records. describe an organic reaction: reactants, conditions, products, and yield The reactants are C1(=CC=CC=C1)C1=NN2C(C=C(C=C2)N)=N1 (2-phenyl-[1,2,4]triazolo[1,5-a]pyridin-7-amine), C(C)OC(=O)C=1C=NN(C1C(=O)O)C (4-(ethoxycarbonyl)-1-methyl-1H-pyrazole-5-carboxylic acid), CCCP(=O)=O (propylphosphonic anhydride), C(C)(C)N(CC)C(C)C (diisopropylethylamine), crude material. Run in O1CCCC1 (tetrahydrofurane). Reaction conditions: temperature 25 celsius, time 2.5 day. Yields the product CN1N=CC(=C1C(NC1=CC=2N(C=C1)N=C(N2)C2=CC=CC=C2)=O)C(=O)OCC (ethyl 1-methyl-5-(2-phenyl-[1,2,4]triazolo[1,5-a]pyridin-7-ylcarbamoyl)-1H-pyrazole-4-carboxylate). Yield: 76.2%. Reaction SMILES: [C:1]1([C:7]2[N:16]=[C:10]3[CH:11]=[C:12]([NH2:15])[CH:13]=[CH:14][N:9]3[N:8]=2)[CH:6]=[CH:5][CH:4]=[CH:3][CH:2]=1.[CH2:17]([O:19][C:20]([C:22]1[CH:23]=[N:24][N:25]([CH3:30])[C:26]=1[C:27](O)=[O:28])=[O:21])[CH3:18].CCCP(=O)=O.C(N(C(C)C)CC)(C)C>O1CCCC1>[CH3:30][N:25]1[C:26]([C:27](=[O:28])[NH:15][C:12]2[CH:13]=[CH:14][N:9]3[N:8]=[C:7]([C:1]4[CH:2]=[CH:3][CH:4]=[CH:5][CH:6]=4)[N:16]=[C:10]3[CH:11]=2)=[C:22]([C:20]([O:19][CH2:17][CH3:18])=[O:21])[CH:23]=[N:24]1. Procedure details: A mixture of 2-phenyl-[1,2,4]triazolo[1,5-a]pyridin-7-amine (945 mg, 4.49 mmol), 4-(ethoxycarbonyl)-1-methyl-1H-pyrazole-5-carboxylic acid (1.07 g, 5.39 mmol), propylphosphonic anhydride (50% in ethyl acetate, 6.62 ml, 11.2 mmol) and diisopropylethylamine (3.93 ml, 22.5 mmol) in tetrahydrofurane (50 ml) is stirred for 2.5 days at 25° C. The crude material is loaded on silicagel and purified by flash chromatography on a 50 g silica column using heptane/ethyl acetate 20-100% and then ethyl acetate... The reactants are C(#N)C(C(=O)OC)C1=CC(=CC=C1)OC (Methyl cyano(3-methoxyphenyl)acetate), C(Cl)(Cl)Cl (chloroform). Reagents/catalysts: O=[Pt]=O (platinium oxide). Run in CO (methanol), CCOCC (ether). Run at time 24 hour. The product is Cl.NCC(C(=O)OC)C1=CC(=CC=C1)OC (Methyl 3-amino-2-(3-methoxyphenyl)propanoate hydrochloride). As a reaction SMILES: [C:1]([CH:3]([C:8]1[CH:13]=[CH:12][CH:11]=[C:10]([O:14][CH3:15])[CH:9]=1)[C:4]([O:6][CH3:7])=[O:5])#[N:2].C(Cl)(Cl)[Cl:17]>CO.CCOCC.O=[Pt]=O>[ClH:17].[NH2:2][CH2:1][CH:3]([C:8]1[CH:13]=[CH:12][CH:11]=[C:10]([O:14][CH3:15])[CH:9]=1)[C:4]([O:6][CH3:7])=[O:5] |f:5.6|. Reported procedure: The compound obtained in Step A (34.32 g; 0.1672 mol) is dissolved in 150 ml of methanol. The solution is poured into an autoclave and then 50 ml of chloroform and platinium oxide (10% by weight) are added to the solution. The autoclave is placed under hydrogen pressure (60 bars) at ambient temperature and stirred magnetically for 24 hours. After removal of the catalyst by filtration, the solution is evaporated under reduced pressure. The oil obtained is taken up in ether. The precipitate formed... Reagents/catalysts: [Pd] (palladium on carbon). The solvent is CO (methanol), C(Cl)Cl (DCM). RXN SMILES: [C:1]1([C:7]([C:19]2[CH:24]=[CH:23][CH:22]=[CH:21][C:20]=2[CH3:25])=[CH:8][C:9]2[CH:14]=[CH:13][N:12]=[C:11]([NH:15][C:16]([NH2:18])=[O:17])[CH:10]=2)[CH:6]=[CH:5][CH:4]=[CH:3][CH:2]=1.[H][H]>CO.C(Cl)Cl.[Pd]>[C:1]1([CH:7]([C:19]2[CH:24]=[CH:23][CH:22]=[CH:21][C:20]=2[CH3:25])[CH2:8][C:9]2[CH:14]=[CH:13][N:12]=[C:11]([NH:15][C:16]([NH2:18])=[O:17])[CH:10]=2)[CH:2]=[CH:3][CH:4]=[CH:5][CH:6]=1. The product is C1(=CC=CC=C1)C(CC1=CC(=NC=C1)NC(=O)N)C1=C(C=CC=C1)C ([4-(2-Phenyl-2-o-tolyl-ethyl)-pyridin-2-yl]-urea). Starting materials: C1(=CC=CC=C1)C(=CC1=CC(=NC=C1)NC(=O)N)C1=C(C=CC=C1)C ([4-(2-Phenyl-2-o-tolyl-vinyl)-pyridin-2-yl]-urea), [H][H] (hydrogen). Yield: 14.0%. Reported procedure: [4-(2-Phenyl-2-o-tolyl-vinyl)-pyridin-2-yl]-urea (140 mg, 0.43 mmol) is dissolved in methanol (2 mL) and DCM (2 mL). Then 5% palladium on carbon (90 mg, 0.043 mmol) is added. The reaction is stirred for 16 hours under the hydrogen atmosphere. The palladium on carbon is filtered and the filtrate is concentrated to give the crude product. Purification by Gilson preparative HPLC affords 20 mg of the titled product. Product: CON(C)C(=O)c1ccc2[nH]ccc2c1. Starting materials: F[B-](F)(F)F, CNOC, CN(C)C=O, CN(C)C(On1nnc2ccccc21)=[N+](C)C, O=C(O)c1ccc2[nH]ccc2c1. As a reaction SMILES: [B-:17]([F:18])([F:19])([F:20])[F:21].[CH3:13][NH:14][O:15][CH3:16].[O:39]=[CH:40][N:41]([CH3:42])[CH3:43].[n:22]1([O:23][C:24]([N:25]([CH3:26])[CH3:27])=[N+:28]([CH3:29])[CH3:30])[c:31]2[cH:32][cH:33][cH:34][cH:35][c:36]2[n:37][n:38]1.[nH:1]1[cH:2][cH:3][c:4]2[cH:5][c:6]([C:10](=[O:11])[OH:12])[cH:7][cH:8][c:9]12>>[nH:1]1[cH:2][cH:3][c:4]2[cH:5][c:6]([C:10](=[O:12])[N:14]([CH3:13])[O:15][CH3:16])[cH:7][cH:8][c:9]12. The reactants are COc1ccc(B(O)O)cc1F, CCC1(C)OC(c2ccc(S(N)(=O)=O)cc2)=C(I)C1=O. Yields the product CCC1(C)OC(c2ccc(S(N)(=O)=O)cc2)=C(c2ccc(OC)c(F)c2)C1=O. RXN SMILES: [F:21][c:22]1[cH:23][c:24]([B:30]([OH:31])[OH:32])[cH:25][cH:26][c:27]1[O:28][CH3:29].[NH2:1][S:2](=[O:3])(=[O:4])[c:5]1[cH:6][cH:7][c:8]([C:11]2=[C:12]([I:20])[C:13](=[O:19])[C:14]([CH3:16])([CH2:17][CH3:18])[O:15]2)[cH:9][cH:10]1>>[NH2:1][S:2](=[O:3])(=[O:4])[c:5]1[cH:6][cH:7][c:8]([C:11]2=[C:12]([c:24]3[cH:23][c:22]([F:21])[c:27]([O:28][CH3:29])[cH:26][cH:25]3)[C:13](=[O:19])[C:14]([CH3:16])([CH2:17][CH3:18])[O:15]2)[cH:9][cH:10]1. Starting materials: Br, ClCCl, CC(=O)c1ccccc1OCCN(C)C, CS(C)=O. The product is CN(C)CCOc1ccccc1C(=O)C=O. As a reaction SMILES: [BrH:16].[CH2:17]([Cl:18])[Cl:19].[CH3:1][N:2]([CH2:3][CH2:4][O:5][c:6]1[c:7]([C:12]([CH3:13])=[O:14])[cH:8][cH:9][cH:10][cH:11]1)[CH3:15].[CH3:20][S:21](=[O:22])[CH3:23]>>[CH3:1][N:2]([CH2:3][CH2:4][O:5][c:6]1[c:7]([C:12]([CH:13]=[O:22])=[O:14])[cH:8][cH:9][cH:10][cH:11]1)[CH3:15]. Starting materials: ClC1=CC2=C(OC3=C(C(N2)=O)C=CC=C3)C=C1 (8-chloro-10,11-dihydro-dibenz[b,f][1,4]oxazepin-11-one), C(C1=CC=CC=C1)N1CCNCC1 (1-benzyl piperazine), [OH-].[NH4+] (ammonium hydroxide). Yield: 95.6%. Run in C1(=CC=CC=C1)C (toluene). The product is ClC1=CC2=C(OC3=C(C(=N2)N2CCN(CC2)CC2=CC=CC=C2)C=CC=C3)C=C1 (8-Chloro-11-(4-benzyl-1-piperazinyl)-dibenz[b,f][1,4]oxazepine). Reagents/catalysts: Cl[Ti](Cl)(Cl)Cl (TiCl4). As a reaction SMILES: [Cl:1][C:2]1[CH:17]=[CH:16][C:5]2[O:6][C:7]3[CH:15]=[CH:14][CH:13]=[CH:12][C:8]=3[C:9](=O)[NH:10][C:4]=2[CH:3]=1.[CH2:18]([N:25]1[CH2:30][CH2:29][NH:28][CH2:27][CH2:26]1)[C:19]1[CH:24]=[CH:23][CH:22]=[CH:21][CH:20]=1.[OH-].[NH4+]>C1(C)C=CC=CC=1.Cl[Ti](Cl)(Cl)Cl>[Cl:1][C:2]1[CH:17]=[CH:16][C:5]2[O:6][C:7]3[CH:15]=[CH:14][CH:13]=[CH:12][C:8]=3[C:9]([N:28]3[CH2:29][CH2:30][N:25]([CH2:18][C:19]4[CH:20]=[CH:21][CH:22]=[CH:23][CH:24]=4)[CH2:26][CH2:27]3)=[N:10][C:4]=2[CH:3]=1 |f:2.3|. Reported procedure: To a stirred solution of 8-chloro-10,11-dihydro-dibenz[b,f][1,4]oxazepin-11-one (0.3 g; 1.22 mmol) in dry toluene (10 mL) at room temperature was added 1-benzyl piperazine (1.0 mL; 5.61 mmol; Aldrich) followed by the dropwise addition of TiCl4 (1M in toluene, 1.47 mL; 1.47 mmol). The reaction mixture was refluxed for 2 hours, cooled to room temperature and then poured into an ammonium hydroxide solution (30%, 50 mL). The resulting mixture was extracted with dichloromethane (4×50 mL), and the com... Reactants: C(C)N(C1=C(C=CC(=C1)OC)C1CC=2C=CC(=CC2CC1)OC(C(C)(C)C)=O)C(C1=CC=C(C=C1)O)=O (pivalic acid 6-{2-[ethyl(4-hydroxybenzoyl)amino]-4-methoxyphenyl}-5,6,7,8-tetrahydronaphthalen-2-yl ester), ClCC(=O)N(CC)CC (2-chloro-N,N-diethylacetamide). The product is C(C)N(CCOC1=CC=C(CCCNC2=C(C=CC(=C2)OC)C2CC=3C=CC(=CC3CC2)O)C=C1)CC (6-{2-{[4-(2-Diethylaminoethoxy)benzyl]ethylamino}-4-methoxyphenyl}-5,6,7,8-tetrahydronaphthalen-2-ol). The yield is 185.8%. As a reaction SMILES: C([N:3](C(=O)C1C=CC(O)=CC=1)[C:4]1[CH:9]=[C:8]([O:10][CH3:11])[CH:7]=[CH:6][C:5]=1[CH:12]1[CH2:21][CH2:20][C:19]2[CH:18]=[C:17]([O:22]C(=O)C(C)(C)C)[CH:16]=[CH:15][C:14]=2[CH2:13]1)C.Cl[CH2:39][C:40]([N:42]([CH2:45][CH3:46])[CH2:43][CH3:44])=O>>[CH2:43]([N:42]([CH2:45][CH3:46])[CH2:40][CH2:39][O:10][C:8]1[CH:9]=[CH:4][C:5]([CH2:12][CH2:13][CH2:14][NH:3][C:4]2[CH:9]=[C:8]([O:10][CH3:11])[CH:7]=[CH:6][C:5]=2[CH:12]2[CH2:21][CH2:20][C:19]3[CH:18]=[C:17]([OH:22])[CH:16]=[CH:15][C:14]=3[CH2:13]2)=[CH:6][CH:7]=1)[CH3:44]. Procedure details: Synthesized from pivalic acid 6-{2-[ethyl(4-hydroxybenzoyl)amino]-4-methoxyphenyl}-5,6,7,8-tetrahydronaphthalen-2-yl ester (29 mg) and 2-chloro-N,N-diethylacetamide (18 mg) according to an analogous synthetic method to Example 404 and purified by LC-MS, the title compound (27 mg) was obtained.